Dataset: the Open Reaction Database (ORD), a public repository of structured organic reaction records. Task: describe an organic reaction: reactants, conditions, products, and yield Reactants: CC(C)(C)NCCCOC1=C(C=CC=C1)C(C=CC1=C2C=CNC2=CC=C1)O (1-[2-{3-(1,1-dimethylethylamino)-propoxy}-phenyl]-3-[1H-indol-4-yl]-2-propen-1-ol), N (ammonia), [Cl-].[NH4+] (ammonium chloride). Run in O1CCCC1 (tetrahydrofuran). Reaction conditions: time 90 minute. The product is N1C=CC2=C(C=CC=C12)CCCC1=C(OCCCNC(C)(C)C)C=CC=C1 (N-[3-{2-(3-[1H-indol-4-yl]-propyl)-phenoxy}-propyl]2-methyl-2-propanamine). Yield: 87.9%. Reaction SMILES: [CH3:1][C:2]([NH:5][CH2:6][CH2:7][CH2:8][O:9][C:10]1[CH:15]=[CH:14][CH:13]=[CH:12][C:11]=1[CH:16](O)[CH:17]=[CH:18][C:19]1[CH:27]=[CH:26][CH:25]=[C:24]2[C:20]=1[CH:21]=[CH:22][NH:23]2)([CH3:4])[CH3:3].N.[Cl-].[NH4+]>O1CCCC1>[NH:23]1[C:24]2[C:20](=[C:19]([CH2:18][CH2:17][CH2:16][C:11]3[CH:12]=[CH:13][CH:14]=[CH:15][C:10]=3[O:9][CH2:8][CH2:7][CH2:6][NH:5][C:2]([CH3:1])([CH3:3])[CH3:4])[CH:27]=[CH:26][CH:25]=2)[CH:21]=[CH:22]1 |f:2.3|. Procedure: A solution of 3.38 g of the product of Example 6 and 25 ml of tetrahydrofuran was added at -78° C. to 30 ml of ammonia and after adding 3 g of sodiunm at -40° C., the mixture was stirred for 90 minutes under an inert atmosphere. 24 g of ammonium chloride were added at -40° C. and the ammonia evaporated. The residue was diluted with water and the mixture was extracted with ethyl acetate. The organic phase was washed with water, aqueous sodium chloride, dried over a deshydrant, filtered and evapor...